This data is from the Open Reaction Database (ORD), a public repository of structured organic reaction records. The task is: describe an organic reaction: reactants, conditions, products, and yield Yields the product CNc1cccc(-c2ccnc3c(C(=O)c4ccccc4)cnn23)c1. RXN SMILES: [C:1]([c:2]1[cH:3][cH:4][cH:5][cH:6][cH:7]1)(=[O:8])[c:9]1[cH:10][n:11][n:12]2[c:13]1[n:14][cH:15][cH:16][c:17]2-[c:18]1[cH:19][c:20]([N:24]([S:25]([c:26]2[cH:27][cH:28][c:29]([CH3:30])[cH:31][cH:32]2)(=[O:33])=[O:34])[CH3:35])[cH:21][cH:22][cH:23]1.[Na+:49].[OH-:48].[OH:36][C:37]([C:38]([F:39])([F:40])[F:41])=[O:42].[S:43](=[O:44])(=[O:45])([OH:46])[OH:47]>>[C:1]([c:2]1[cH:3][cH:4][cH:5][cH:6][cH:7]1)(=[O:8])[c:9]1[cH:10][n:11][n:12]2[c:13]1[n:14][cH:15][cH:16][c:17]2-[c:18]1[cH:19][c:20]([NH:24][CH3:35])[cH:21][cH:22][cH:23]1. Reactants: Cc1ccc(S(=O)(=O)N(C)c2cccc(-c3ccnc4c(C(=O)c5ccccc5)cnn34)c2)cc1, [Na+], [OH-], O=C(O)C(F)(F)F, O=S(=O)(O)O. The reactants are C1(=CC=CC=C1)CCC(=O)OC (methyl β-phenylpropionate), ice hydrochloric acid, [Cl-].[Al+3].[Cl-].[Cl-] (aluminum chloride), C(C1=CC=CC=C1)(=O)Cl (benzoyl chloride). Run in C(Cl)Cl (methylene chloride). The product is C(C1=CC=CC=C1)(=O)C1=CC=C(C=C1)CCC(=O)OC (methyl p-benzoyl-β-phenylpropionate), C(C1=CC=CC=C1)(=O)C1=C(C=CC=C1)CCC(=O)OC (methyl o-benzoyl-β-phenylpropionate). As a reaction SMILES: [Cl-].[Al+3].[Cl-].[Cl-].[C:5](Cl)(=[O:12])[C:6]1[CH:11]=[CH:10][CH:9]=[CH:8][CH:7]=1.[C:14]1([CH2:20][CH2:21][C:22]([O:24][CH3:25])=[O:23])[CH:19]=[CH:18][CH:17]=[CH:16][CH:15]=1>C(Cl)Cl>[C:5]([C:17]1[CH:18]=[CH:19][C:14]([CH2:20][CH2:21][C:22]([O:24][CH3:25])=[O:23])=[CH:15][CH:16]=1)(=[O:12])[C:6]1[CH:11]=[CH:10][CH:9]=[CH:8][CH:7]=1.[C:5]([C:15]1[CH:16]=[CH:17][CH:18]=[CH:19][C:14]=1[CH2:20][CH2:21][C:22]([O:24][CH3:25])=[O:23])(=[O:12])[C:6]1[CH:11]=[CH:10][CH:9]=[CH:8][CH:7]=1 |f:0.1.2.3|. Reported procedure: To 100 ml. of methylene chloride is added 50 g. of dry aluminum chloride. The mixture is stirred and 28 g. of benzoyl chloride is added dropwise. While the solution is stirred at 30°-40° C, 16.4 g. of methyl β-phenylpropionate is added dropwise over a period of about 1 hour. After the drop-by-drop addition has been completed, the solution is stirred at 30°-40° C for 2 hours. After cooling, the solution is poured into ice-hydrochloric acid and extracted with methylene chloride. The extract is was... The reactants are COC(=O)C1C=CC(NC(=O)OC(C)(C)C)C1, C[Si](C)(C)[N-][Si](C)(C)C, CCOCCl, [Li+], C1CCOC1. Yields the product CCOCC1(C(=O)OC)C=CC(NC(=O)OC(C)(C)C)C1. Reaction SMILES: [C:11]([CH3:12])([CH3:13])([CH3:14])[O:15][C:16](=[O:17])[NH:18][CH:19]1[CH:20]=[CH:21][CH:22]([C:24](=[O:25])[O:26][CH3:27])[CH2:23]1.[CH3:1][Si:2]([CH3:3])([CH3:4])[N-:5][Si:6]([CH3:7])([CH3:8])[CH3:9].[Cl:28][CH2:29][O:30][CH2:31][CH3:32].[Li+:10].[O:33]1[CH2:34][CH2:35][CH2:36][CH2:37]1>>[C:11]([CH3:12])([CH3:13])([CH3:14])[O:15][C:16](=[O:17])[NH:18][CH:19]1[CH:20]=[CH:21][C:22]([C:24](=[O:25])[O:26][CH3:27])([CH2:29][O:30][CH2:31][CH3:32])[CH2:23]1. Reactants: FC1=CC=C(C=C1)C1=CC(=NN1C1=CC=CC=C1)CCC=O (3-(5-(4-fluorophenyl)-1-phenyl-1H-pyrazol-3-yl)-propanal), [BH-](OC(=O)C)(OC(=O)C)OC(=O)C.[Na+] (NaBH(OAc)3), ClC1=CC=C(C=C1)N1CCNCC1 (1-(4-chlorophenyl)piperazine), CCN(C(C)C)C(C)C (DIPEA). Yields the product ClC1=CC=C(C=C1)N1CCN(CC1)CCCC1=NN(C(=C1)C1=CC=C(C=C1)F)C1=CC=CC=C1 (1-(4-chlorophenyl)-4-(3-(5-(4-fluorophenyl)-1-phenyl-1H-pyrazol-3-yl)propyl)piperazine). Reaction SMILES: [F:1][C:2]1[CH:7]=[CH:6][C:5]([C:8]2[N:12]([C:13]3[CH:18]=[CH:17][CH:16]=[CH:15][CH:14]=3)[N:11]=[C:10]([CH2:19][CH2:20][CH:21]=O)[CH:9]=2)=[CH:4][CH:3]=1.[Cl:23][C:24]1[CH:29]=[CH:28][C:27]([N:30]2[CH2:35][CH2:34][NH:33][CH2:32][CH2:31]2)=[CH:26][CH:25]=1.CCN(C(C)C)C(C)C.[BH-](OC(C)=O)(OC(C)=O)OC(C)=O.[Na+]>>[Cl:23][C:24]1[CH:25]=[CH:26][C:27]([N:30]2[CH2:35][CH2:34][N:33]([CH2:21][CH2:20][CH2:19][C:10]3[CH:9]=[C:8]([C:5]4[CH:6]=[CH:7][C:2]([F:1])=[CH:3][CH:4]=4)[N:12]([C:13]4[CH:18]=[CH:17][CH:16]=[CH:15][CH:14]=4)[N:11]=3)[CH2:32][CH2:31]2)=[CH:28][CH:29]=1 |f:3.4|. Procedure details: 100 mg (72%) of target compound was obtained by using a method same as in Example 1 by using 3-(5-(4-fluorophenyl)-1-phenyl-1H-pyrazol-3-yl)-propanal (80 mg, 0.272 mmol), 1-(4-chlorophenyl)piperazine (73 mg, 0.272 mmol), DIPEA (0.071 mL, 0.408 mmol) and NaBH(OAc)3 (173 mg, 0.816 mmol). Starting materials: C(C=C)N1N=C(C2=CC=CC(=C12)C(F)(F)F)C1=C(C=C(C=C1)OC)OC (1-allyl-3-(2,4-dimethoxyphenyl)-7-(trifluoromethyl)-1H-indazole), B(Br)(Br)Br (boron tribromide), C1=CCCCC1 (cyclohexene). The product is C(C=C)N1N=C(C2=CC=CC(=C12)C(F)(F)F)C1=C(C=C(C=C1)O)O (4-[1-allyl-7-(trifluoromethyl)-1H-indazol-3-yl]benzene-1,3-diol). Yield: 109.7%. RXN SMILES: [CH2:1]([N:4]1[C:12]2[C:7](=[CH:8][CH:9]=[CH:10][C:11]=2[C:13]([F:16])([F:15])[F:14])[C:6]([C:17]2[CH:22]=[CH:21][C:20]([O:23]C)=[CH:19][C:18]=2[O:25]C)=[N:5]1)[CH:2]=[CH2:3].B(Br)(Br)Br.C1CCCCC=1>>[CH2:1]([N:4]1[C:12]2[C:7](=[CH:8][CH:9]=[CH:10][C:11]=2[C:13]([F:16])([F:15])[F:14])[C:6]([C:17]2[CH:22]=[CH:21][C:20]([OH:23])=[CH:19][C:18]=2[OH:25])=[N:5]1)[CH:2]=[CH2:3]. Reported procedure: Prepared according to Example 1, step C from 1-allyl-3-(2,4-dimethoxyphenyl)-7-(trifluoromethyl)-1H-indazole (0.065 g, 0.18 mmol), boron tribromide (0.136 mL, 1.4 mmol) and 1.0 mL of cyclohexene to give the product (0.066 g) as a white solid, mp 114-115° C.; The reagents and catalysts are C=1C=CC(=CC1)/C=C/C(=O)/C=C/C2=CC=CC=C2.C=1C=CC(=CC1)/C=C/C(=O)/C=C/C2=CC=CC=C2.C=1C=CC(=CC1)/C=C/C(=O)/C=C/C2=CC=CC=C2.[Pd].[Pd] (Pd2dba3), CC1(C2=C(C(=CC=C2)P(C3=CC=CC=C3)C4=CC=CC=C4)OC5=C(C=CC=C51)P(C6=CC=CC=C6)C7=CC=CC=C7)C (Xantphos). Reactants: BrC1=CN=C(C=2N1C=CN2)Br (5,8-dibromo-imidazo[1,2-a]pyrazine), CS(=O)(=O)C1=CC=C(N)C=C1 (4-methylsulfonylaniline). Yield: 51.5%. Reaction SMILES: [Br:1][C:2]1[N:7]2[CH:8]=[CH:9][N:10]=[C:6]2[C:5](Br)=[N:4][CH:3]=1.[CH3:12][S:13]([C:16]1[CH:22]=[CH:21][C:19]([NH2:20])=[CH:18][CH:17]=1)(=[O:15])=[O:14]>C1(C)C=CC=CC=1.C1C=CC(/C=C/C(/C=C/C2C=CC=CC=2)=O)=CC=1.C1C=CC(/C=C/C(/C=C/C2C=CC=CC=2)=O)=CC=1.C1C=CC(/C=C/C(/C=C/C2C=CC=CC=2)=O)=CC=1.[Pd].[Pd].CC1(C)C2C(=C(P(C3C=CC=CC=3)C3C=CC=CC=3)C=CC=2)OC2C(P(C3C=CC=CC=3)C3C=CC=CC=3)=CC=CC1=2>[Br:1][C:2]1[N:7]2[CH:8]=[CH:9][N:10]=[C:6]2[C:5]([NH:20][C:19]2[CH:18]=[CH:17][C:16]([S:13]([CH3:12])(=[O:15])=[O:14])=[CH:22][CH:21]=2)=[N:4][CH:3]=1 |f:3.4.5.6.7|. Yields the product BrC1=CN=C(C=2N1C=CN2)NC2=CC=C(C=C2)S(=O)(=O)C ((5-Bromo-imidazo[1,2-a]pyrazin-8-yl)-(4-methanesulfonyl-phenyl)-amine). Procedure: A degassed mixture of 5,8-dibromo-imidazo[1,2-a]pyrazine (2.19 g, 7.916 mmol), 4-methylsulfonylaniline (1.49 g, 8.708 mmol), Pd2dba3 (145 mg, 0.15 mmol) and Xantphos (183 mg, 0.317 mmol), in dry toluene (50 mL) is stirred at 110° C. for 16 hours. After evaporation of the solvent, the residue is purified by silica gel column chromatography eluting with 95:5 DCM:NH3 (7M in MeOH). The title compound (1.496 g, 51%) is isolated containing some starting material (20%) and used in the next step without... Run in C1(=CC=CC=C1)C (toluene). The reactants are CCCCCC.C(C)(=O)OCC (n-hexane ethyl acetate), BrC=1C=C2C=CC(=C(C2=CC1)Cl)O (6-bromo-1-chloronaphthalen-2-ol), BrC=1C=C2C=CC(=C(C2=CC1)Cl)O (6-bromo-1-chloronaphthalen-2-ol), C(=O)([O-])[O-].[K+].[K+] (K2CO3), BrCCNC(OC(C)(C)C)=O (tert-butyl (2-bromoethyl)carbamate). Run in C(C)#N (acetonitrile). Conditions: temperature 60 celsius, time 1 hour. The product is [Cl-].BrC=1C=C2C=CC(=C(C2=CC1)Cl)OCC[NH3+] (2-[(6-bromo-1-chloronaphthalen-2-yl)oxy]ethanaminium chloride). The yield is 138.5%. As a reaction SMILES: [Br:1][C:2]1[CH:3]=[C:4]2[C:9](=[CH:10][CH:11]=1)[C:8]([Cl:12])=[C:7]([OH:13])[CH:6]=[CH:5]2.C([O-])([O-])=O.[K+].[K+].Br[CH2:21][CH2:22][NH:23]C(=O)OC(C)(C)C.CCCCCC.C(OCC)(=O)C>C(#N)C>[Cl-:12].[Br:1][C:2]1[CH:3]=[C:4]2[C:9](=[CH:10][CH:11]=1)[C:8]([Cl:12])=[C:7]([O:13][CH2:21][CH2:22][NH3+:23])[CH:6]=[CH:5]2 |f:1.2.3,5.6,8.9|. Reported procedure: To a solution of 6-bromo-1-chloronaphthalen-2-ol (100 mg, 0.39 mmol) and K2CO3 (108 mg, 0.78 mmol) in 4 mL of acetonitrile was added tert-butyl (2-bromoethyl)carbamate (175 mg, 0.78 mmol). The resulting mixture was heated at 60° C. for 2 h. After TLC control (n-hexane/ethyl acetate 90:10) showed the disappearance of 6-bromo-1-chloronaphthalen-2-ol, solvent was evaporated in vacuo and the crude was taken up in 10 mL of 4M HCl in dioxane and stirred for 1 h. The solvent was removed under vacuum an... The reactants are ClC1=CC=C(C=CC(=O)O)C=C1 (4-Chlorocinnamic acid), C(C)O (ethanol), S(O)(O)(=O)=O (sulfuric acid). The solvent is C1=CC=CC=C1 (benzene). Product: C(C)OC(C=CC1=CC=C(C=C1)Cl)=O (4-Chlorocinnamic acid ethyl ester). The yield is 96.5%. RXN SMILES: [Cl:1][C:2]1[CH:12]=[CH:11][C:5]([CH:6]=[CH:7][C:8]([OH:10])=[O:9])=[CH:4][CH:3]=1.[CH2:13](O)[CH3:14].S(=O)(=O)(O)O>C1C=CC=CC=1>[CH2:13]([O:9][C:8](=[O:10])[CH:7]=[CH:6][C:5]1[CH:4]=[CH:3][C:2]([Cl:1])=[CH:12][CH:11]=1)[CH3:14]. Procedure details: 4-Chlorocinnamic acid (300 g) was suspended in benzene (1200 ml), and ethanol (340 g) and conc. sulfuric acid (14 ml) were added thereto, followed by reflux of the resulting mixture for 15 hours. After the reaction mixture had been washed successively with a diluted aqueous NaCl solution (500 ml), a saturated aqueous sodium hydrogencarbonate solution (500 ml) and a dilute aqueous NaCl solution (500 ml), the organic layer was dried over anhydrous magnesium sulfate. After filtration, the solvent w... The reactants are CCOC(=O)CC1CC(=O)N1Cc1ccc(OC)cc1OC, CCO, [Na+], [OH-], O. Product: COc1ccc(CN2C(=O)CC2CC(=O)O)c(OC)c1. Reaction SMILES: [CH3:1][O:2][c:3]1[c:4]([CH2:5][N:6]2[CH:7]([CH2:11][C:12](=[O:13])[O:14][CH2:15][CH3:16])[CH2:8][C:9]2=[O:10])[cH:17][cH:18][c:19]([O:21][CH3:22])[cH:20]1.[CH3:23][CH2:24][OH:25].[Na+:27].[OH-:26].[OH2:28]>>[CH3:1][O:2][c:3]1[c:4]([CH2:5][N:6]2[CH:7]([CH2:11][C:12](=[O:13])[OH:14])[CH2:8][C:9]2=[O:10])[cH:17][cH:18][c:19]([O:21][CH3:22])[cH:20]1. Starting materials: NC1=NC(=NC2=C(C(=CC=C12)OC)OC)Cl (4-Amino-2-chloro-7,8-dimethoxyquinazoline), C(C1=CC=CC=C1)C1CCNCC1 (4-benzylpiperidine), C(CC(C)C)O (isoamyl alcohol). The solvent is C(C)OCC (Diethyl ether). Conditions: time 2 day. Product: Cl.C(C1=CC=CC=C1)C1CCN(CC1)C1=NC2=C(C(=CC=C2C(=N1)N)OC)OC (2-(4-Benzylpiperidin-1-yl)-4-amino-7,8-dimethoxyquinazoline hydrochloride). Isolated yield 60.0%. RXN SMILES: [NH2:1][C:2]1[C:11]2[C:6](=[C:7]([O:14][CH3:15])[C:8]([O:12][CH3:13])=[CH:9][CH:10]=2)[N:5]=[C:4]([Cl:16])[N:3]=1.[CH2:17]([CH:24]1[CH2:29][CH2:28][NH:27][CH2:26][CH2:25]1)[C:18]1[CH:23]=[CH:22][CH:21]=[CH:20][CH:19]=1.C(O)CC(C)C>C(OCC)C>[ClH:16].[CH2:17]([CH:24]1[CH2:29][CH2:28][N:27]([C:4]2[N:3]=[C:2]([NH2:1])[C:11]3[C:6](=[C:7]([O:14][CH3:15])[C:8]([O:12][CH3:13])=[CH:9][CH:10]=3)[N:5]=2)[CH2:26][CH2:25]1)[C:18]1[CH:23]=[CH:22][CH:21]=[CH:20][CH:19]=1 |f:4.5|. Reported procedure: 4-Amino-2-chloro-7,8-dimethoxyquinazoline (2.40 g., 10 mmole), 4-benzylpiperidine (1.93 g., 11 mmole) and 50 ml. of isoamyl alcohol were heated at reflux under a nitrogen atmosphere for two hours and cooled to room temperature. Diethyl ether (50 ml.) was added and the mixture allowed to stand in the refrigerator for two days. The precipitated solid was collected by filtration and recrystallized from ethanol/diethyl ether to afford 2.50 g. (60%) of the title compound, M.P. 216°-217° C.